From a dataset of the Open Reaction Database (ORD), a public repository of structured organic reaction records. describe an organic reaction: reactants, conditions, products, and yield Reaction SMILES: [CH2:1]([Li])[CH2:2][CH2:3]C.C(NC(C)C)(C)C.[F:13][CH:14]([C:20]1[N:25]=[C:24]([O:26][CH3:27])[CH:23]=[C:22]([O:28][CH3:29])[N:21]=1)[C:15]([O:17][CH2:18][CH3:19])=[O:16].IC(C)C>CCCCCC.O1CCCC1.C(OCC)C.CN(C)P(=O)(N(C)C)N(C)C>[CH3:27][O:26][C:24]1[CH:23]=[C:22]([O:28][CH3:29])[N:21]=[C:20]([C:14]([F:13])([CH:2]([CH3:3])[CH3:1])[C:15]([O:17][CH2:18][CH3:19])=[O:16])[N:25]=1. Reported procedure: Butyllithium (12.8ml of a 1.6M solution in hexane) was added to di-isopropylamine (3.05ml) in dry tetrahydrofuran (120ml) under nitrogen at a temperature of -78° C. and the mixture was stirred for 30 minutes. The product of Example 1 (3.4g) in dry tetrahydrofuran (20ml) was then added at a temperature of -65° C., and the mixture was stirred for 1 hour, during which the temperature rose to -30° C. After cooling to -60° C., 3.18 g of hexamethylphosphoric triamide were added, and the mixture was st... Conditions: temperature -60 celsius, time 30 minute. Run in O1CCCC1 (tetrahydrofuran), CCCCCC (hexane), O1CCCC1 (tetrahydrofuran), CN(P(N(C)C)(N(C)C)=O)C (hexamethylphosphoric triamide), C(C)OCC (diethyl ether). Reactants: FC(C(=O)OCC)C1=NC(=CC(=N1)OC)OC (Ethyl 2-fluoro-2-(4,6-dimethoxypyrimidin-2-yl)acetate), C(CCC)[Li] (Butyllithium), solution, C(C)(C)NC(C)C (di-isopropylamine), IC(C)C (2-iodopropane). Yields the product COC1=NC(=NC(=C1)OC)C(C(=O)OCC)(C(C)C)F (Ethyl 2-(4,6-dimethoxypyrimidin-2-yl)-2-fluoro-3-methylbutanoate). Reactants: C(=O)(O)[C@@H](O)[C@H](O)C(=O)O.C(C)(=O)C1=CC=2C[C@@H]3[C@@H]4CCCC[C@@]4(C2C=C1)CCN3C ((-)-2-Acetyl-N-methylmorphinan d-tartrate), [OH-].[NH4+] (ammonium hydroxide). Solvent: O (water). Product: C(C)(=O)C1=CC=2C[C@@H]3[C@@H]4CCCC[C@@]4(C2C=C1)CCN3C ((-)-2-acetyl-N-methylmorphinan). As a reaction SMILES: C([C@H]([C@@H](C(O)=O)O)O)(O)=O.[C:11]([C:14]1[CH:27]=[CH:26][C:25]2[C@:24]34[CH2:28][CH2:29][N:30]([CH3:31])[C@@H:18]([C@@H:19]3[CH2:20][CH2:21][CH2:22][CH2:23]4)[CH2:17][C:16]=2[CH:15]=1)(=[O:13])[CH3:12].[OH-].[NH4+]>O>[C:11]([C:14]1[CH:27]=[CH:26][C:25]2[C@:24]34[CH2:28][CH2:29][N:30]([CH3:31])[C@@H:18]([C@@H:19]3[CH2:20][CH2:21][CH2:22][CH2:23]4)[CH2:17][C:16]=2[CH:15]=1)(=[O:13])[CH3:12] |f:0.1,2.3|. Reported procedure: (-)-2-Acetyl-N-methylmorphinan d-tartrate 0.25 g was suspended in water and made basic with concentrated ammonium hydroxide. The resulting suspension was extracted with ether. The combined ether extracts were washed with water and dried over magnesium sulfate. Removal of the solvent gave the crude (-)-2-acetyl-N-methylmorphinan. For analysis, this compound was distilled, bp 175°-180° (0.1 mm), [α]25D-55.67° (c 1.04, MeOH). Reactants: CCOC(=O)C1CCc2sc3ccccc3c2C1, CCO, [K+], [OH-]. Yields the product O=C(O)C1CCc2sc3ccccc3c2C1. As a reaction SMILES: [CH2:1]1[CH:2]([C:14](=[O:15])[O:16][CH2:17][CH3:18])[CH2:3][CH2:4][c:5]2[s:6][c:7]3[c:8]([c:9]21)[cH:10][cH:11][cH:12][cH:13]3.[CH3:21][CH2:22][OH:23].[K+:20].[OH-:19]>>[CH2:1]1[CH:2]([C:14](=[O:15])[OH:16])[CH2:3][CH2:4][c:5]2[s:6][c:7]3[c:8]([c:9]21)[cH:10][cH:11][cH:12][cH:13]3. The reactants are CC(C)=O, [I-], [Na+], CS(=O)(=O)OCC1NC(=O)c2ccccc2-c2ccccc21. Yields the product O=C1NC(CI)c2ccccc2-c2ccccc21. As a reaction SMILES: [CH3:25][C:26](=[O:27])[CH3:28].[I-:23].[Na+:24].[O:1]=[C:2]1[c:3]2[c:4]([cH:19][cH:20][cH:21][cH:22]2)-[c:5]2[c:6]([cH:15][cH:16][cH:17][cH:18]2)[CH:7]([CH2:9][O:10][S:11]([CH3:12])(=[O:13])=[O:14])[NH:8]1>>[O:1]=[C:2]1[c:3]2[c:4]([cH:19][cH:20][cH:21][cH:22]2)-[c:5]2[c:6]([cH:15][cH:16][cH:17][cH:18]2)[CH:7]([CH2:9][I:23])[NH:8]1. The reactants are COC(=O)c1cc2c(Cl)cnnc2c(F)c1Nc1ccc(Br)cc1F, CO, CCOC(C)=O, N. The product is COC(=O)c1cc2c(N)cnnc2c(F)c1Nc1ccc(Br)cc1F. Reaction SMILES: [CH3:1][O:2][C:3](=[O:4])[c:5]1[cH:6][c:7]2[c:8]([Cl:25])[cH:9][n:10][n:11][c:12]2[c:13]([F:24])[c:14]1[NH:15][c:16]1[c:17]([F:23])[cH:18][c:19]([Br:22])[cH:20][cH:21]1.[CH3:27][OH:28].[CH3:29][CH2:30][O:31][C:32]([CH3:33])=[O:34].[NH3:26]>>[CH3:1][O:2][C:3](=[O:4])[c:5]1[cH:6][c:7]2[c:8]([NH2:26])[cH:9][n:10][n:11][c:12]2[c:13]([F:24])[c:14]1[NH:15][c:16]1[c:17]([F:23])[cH:18][c:19]([Br:22])[cH:20][cH:21]1. The reactants are solution, C(C(CO)(CO)N)O (Tris), CCC(C)CCCCC(=O)N[C@@H](CCN)C(=O)N[C@@H]([C@@H](C)O)C(=O)N[C@@H](CCN)C(=O)N[C@H]1CCNC(=O)[C@@H](NC(=O)[C@@H](NC(=O)[C@@H](NC(=O)[C@@H](NC(=O)[C@H](NC(=O)[C@H](NC1=O)CCN)CC=2C=CC=CC2)CC(C)C)CCN)CCN)[C@@H](C)O.OS(=O)(=O)O (Polymyxin B sulfate). Run in O (water), CCC(C)CCCCC(=O)N[C@@H](CCN)C(=O)N[C@@H]([C@@H](C)O)C(=O)N[C@@H](CCN)C(=O)N[C@H]1CCNC(=O)[C@@H](NC(=O)[C@@H](NC(=O)[C@@H](NC(=O)[C@@H](NC(=O)[C@H](NC(=O)[C@H](NC1=O)CCN)CC=2C=CC=CC2)CC(C)C)CCN)CCN)[C@@H](C)O.C(C(CO)(CO)N)O.[Na+].[Cl-] (polymyxin B Tris NaCl). Yields the product final solution, CCC(C)CCCCC(=O)N[C@@H](CCN)C(=O)N[C@@H]([C@@H](C)O)C(=O)N[C@@H](CCN)C(=O)N[C@H]1CCNC(=O)[C@@H](NC(=O)[C@@H](NC(=O)[C@@H](NC(=O)[C@@H](NC(=O)[C@H](NC(=O)[C@H](NC1=O)CCN)CC=2C=CC=CC2)CC(C)C)CCN)CCN)[C@@H](C)O (polymyxin B), C(C(CO)(CO)N)O (Tris). Reaction SMILES: [CH3:1][CH2:2][CH:3]([CH2:5][CH2:6][CH2:7][CH2:8][C:9]([NH:11][C@H:12]([C:16]([NH:18][C@H:19]([C:23]([NH:25][C@H:26]([C:30]([NH:32][C@@H:33]1[C:61](=[O:62])[NH:60][C@H:59]([CH2:63][CH2:64][NH2:65])[C:57](=[O:58])[NH:56][C@H:55]([CH2:66][C:67]2[CH:68]=[CH:69][CH:70]=[CH:71][CH:72]=2)[C:53](=[O:54])[NH:52][C@@H:51]([CH2:73][CH:74]([CH3:76])[CH3:75])[C:49](=[O:50])[NH:48][C@@H:47]([CH2:77][CH2:78][NH2:79])[C:45](=[O:46])[NH:44][C@@H:43]([CH2:80][CH2:81][NH2:82])[C:41](=[O:42])[NH:40][C@@H:39]([C@H:83]([OH:85])[CH3:84])[C:37](=[O:38])[NH:36][CH2:35][CH2:34]1)=[O:31])[CH2:27][CH2:28][NH2:29])=[O:24])[C@H:20]([OH:22])[CH3:21])=[O:17])[CH2:13][CH2:14][NH2:15])=[O:10])[CH3:4].OS(O)(=O)=O.[CH2:91]([OH:98])[C:92]([NH2:97])([CH2:95][OH:96])[CH2:93][OH:94]>CCC(CCCCC(N[C@H](C(N[C@H](C(N[C@H](C(N[C@@H]1C(=O)N[C@H](CCN)C(=O)N[C@H](CC2C=CC=CC=2)C(=O)N[C@@H](CC(C)C)C(=O)N[C@@H](CCN)C(=O)N[C@@H](CCN)C(=O)N[C@@H]([C@H](O)C)C(=O)NCC1)=O)CCN)=O)[C@H](O)C)=O)CCN)=O)C.C(O)C(N)(CO)CO.[Na+].[Cl-].O>[CH3:1][CH2:2][CH:3]([CH2:5][CH2:6][CH2:7][CH2:8][C:9]([NH:11][C@H:12]([C:16]([NH:18][C@H:19]([C:23]([NH:25][C@H:26]([C:30]([NH:32][C@@H:33]1[C:61](=[O:62])[NH:60][C@H:59]([CH2:63][CH2:64][NH2:65])[C:57](=[O:58])[NH:56][C@H:55]([CH2:66][C:67]2[CH:68]=[CH:69][CH:70]=[CH:71][CH:72]=2)[C:53](=[O:54])[NH:52][C@@H:51]([CH2:73][CH:74]([CH3:76])[CH3:75])[C:49](=[O:50])[NH:48][C@@H:47]([CH2:77][CH2:78][NH2:79])[C:45](=[O:46])[NH:44][C@@H:43]([CH2:80][CH2:81][NH2:82])[C:41](=[O:42])[NH:40][C@@H:39]([C@H:83]([OH:85])[CH3:84])[C:37](=[O:38])[NH:36][CH2:35][CH2:34]1)=[O:31])[CH2:27][CH2:28][NH2:29])=[O:24])[C@H:20]([OH:22])[CH3:21])=[O:17])[CH2:13][CH2:14][NH2:15])=[O:10])[CH3:4].[CH2:91]([OH:98])[C:92]([NH2:97])([CH2:95][OH:96])[CH2:93][OH:94] |f:0.1,3.4.5.6|. Procedure: Colonies to be tested were emulsified in an Eppendorf-type microcentrifuge tube, in 30 microliter of polymyxin B-Tris NaCl buffer prepared as follows. Polymyxin B sulfate (Aerosporin; Burroughs Wellcome Co.) sterile powder was suspended in distilled water to a concentration of 100,000 U/ml; 0.5 ml of that solution was added to 2 ml of 0.1875M Tris-0.9% NaCl (pH 6.6) to yield a final solution of 20,000 U of polymyxin B per ml of 0.5M Tris-0.12M NaCl. Increasing the concentration of polymyxin B ab... The reactants are NC1=C(C=C(C=2N1C=C(N2)C)C(=O)NCC2CCNCC2)Cl (5-amino-6-chloro-2-methyl-N-(piperidin-4-ylmethyl)imidazo[1,2-a]pyridine-8-carboxamide), CC1(OC1)C (2,2-dimethyloxirane). Product: NC1=C(C=C(C=2N1C=C(N2)C)C(=O)NCC2CCN(CC2)CC(C)(C)O)Cl (5-amino-6-chloro-N-{1[1-(2-hydroxy-2-methylpropyl)piperidin-4-yl]methyl}-2-methylimidazo[1,2-a]pyridine-8-carboxamide). Reaction SMILES: [NH2:1][C:2]1[N:7]2[CH:8]=[C:9]([CH3:11])[N:10]=[C:6]2[C:5]([C:12]([NH:14][CH2:15][CH:16]2[CH2:21][CH2:20][NH:19][CH2:18][CH2:17]2)=[O:13])=[CH:4][C:3]=1[Cl:22].[CH3:23][C:24]1([CH3:27])[CH2:26][O:25]1>>[NH2:1][C:2]1[N:7]2[CH:8]=[C:9]([CH3:11])[N:10]=[C:6]2[C:5]([C:12]([NH:14][CH2:15][CH:16]2[CH2:21][CH2:20][N:19]([CH2:23][C:24]([OH:25])([CH3:27])[CH3:26])[CH2:18][CH2:17]2)=[O:13])=[CH:4][C:3]=1[Cl:22]. Procedure: The title compound was prepared according to the procedure described in Example 14 from 5-amino-6-chloro-2-methyl-N-(piperidin-4-ylmethyl)imidazo[1,2-a]pyridine-8-carboxamide (Example 15, Step 2) and 2,2-dimethyloxirane. Starting materials: C(CCC)OC1=CC=C(C(=O)N2C(=CC3=C(C=CC=C23)C=CC(=O)O)C)C=C1 (3-(1-(4-butoxybenzoyl)-2-methylindol-4-yl)acrylic acid), [H][H] (hydrogen). The reagents and catalysts are [Pd] (palladium on activated carbon). Run in CO.C(C)(=O)OCC (methanol ethyl acetate). Conditions: time 2 hour. Product: C(CCC)OC1=CC=C(C(=O)N2C(=CC3=C(C=CC=C23)CCC(=O)O)C)C=C1 (3-(1-(4-Butoxybenzoyl)-2-methylindol-4-yl)propionic acid). Yield: 8.3%. As a reaction SMILES: [CH2:1]([O:5][C:6]1[CH:28]=[CH:27][C:9]([C:10]([N:12]2[C:20]3[C:15](=[C:16]([CH:21]=[CH:22][C:23]([OH:25])=[O:24])[CH:17]=[CH:18][CH:19]=3)[CH:14]=[C:13]2[CH3:26])=[O:11])=[CH:8][CH:7]=1)[CH2:2][CH2:3][CH3:4].[H][H]>CO.C(OCC)(=O)C.[Pd]>[CH2:1]([O:5][C:6]1[CH:28]=[CH:27][C:9]([C:10]([N:12]2[C:20]3[C:15](=[C:16]([CH2:21][CH2:22][C:23]([OH:25])=[O:24])[CH:17]=[CH:18][CH:19]=3)[CH:14]=[C:13]2[CH3:26])=[O:11])=[CH:8][CH:7]=1)[CH2:2][CH2:3][CH3:4] |f:2.3|. Procedure details: To a solution of 3-(1-(4-butoxybenzoyl)-2-methylindol-4-yl)acrylic acid (300 mg; prepared in Example 4) in methanol-ethyl acetate (5 ml+5 ml) was added palladium on activated carbon (100 mg) at room temperature. The inside of the vessel was replaced with hydrogen and the mixture was stirred at room temperature for 2 hours. The mixture was filtered through Celite (trademark). The filtrate and washing with chloroform were combined, and then concentrated under reduced pressure. The residue was puri... Starting materials: COC1=CC=C(CN2C(CC(CC2=O)C2=CC=C(C=C2)[N+](=O)[O-])=O)C=C1 (1-(4-methoxy-benzyl)-4-(4-nitro-phenyl)-piperidine-2,6-dione), ceric ammonium nitrate. Solvent: O (water), O (water), CC#N (CH3CN). Conditions: time 5 hour. Product: [N+](=O)([O-])C1=CC=C(C=C1)C1CC(NC(C1)=O)=O (4-(4-Nitro-phenyl)-piperidine-2,6-dione). Reaction SMILES: COC1C=CC(C[N:8]2[C:13](=[O:14])[CH2:12][CH:11]([C:15]3[CH:20]=[CH:19][C:18]([N+:21]([O-:23])=[O:22])=[CH:17][CH:16]=3)[CH2:10][C:9]2=[O:24])=CC=1>CC#N.O>[N+:21]([C:18]1[CH:17]=[CH:16][C:15]([CH:11]2[CH2:10][C:9](=[O:24])[NH:8][C:13](=[O:14])[CH2:12]2)=[CH:20][CH:19]=1)([O-:23])=[O:22]. Procedure details: A suspension of 22.8 g (64.2 mmol) of 1-(4-methoxy-benzyl)-4-(4-nitro-phenyl)-piperidine-2,6-dione (as prepared in the previous step) in CH3CN (150 mL) was treated with 70.4 g (128 mmol) of ceric ammonium nitrate (CAN) as a solution in water (100 mL). The mixture was stirred at RT for 5 h, diluted with water (100 mL), and extracted with EtOAc (2×150 mL). The combined organic layers were washed with saturated aqueous NaHCO3 (1×100 mL) and water (1×100 mL). The combined aqueous layers were extract... The reactants are CCCC(=O)c1ccc(OC)c2c1CCCC2, CC(C)O, Cl, Cl, C1CCNC1. The product is CCC(CN1CCCC1)C(=O)c1ccc(OC)c2c1CCCC2. Reaction SMILES: [CH3:1][O:2][c:3]1[cH:4][cH:5][c:6]([C:13]([CH2:14][CH2:15][CH3:16])=[O:17])[c:7]2[c:12]1[CH2:11][CH2:10][CH2:9][CH2:8]2.[CH:25]([OH:26])([CH3:27])[CH3:28].[ClH:18].[ClH:24].[NH:19]1[CH2:20][CH2:21][CH2:22][CH2:23]1>>[CH3:1][O:2][c:3]1[cH:4][cH:5][c:6]([C:13]([CH:14]([CH2:15][CH3:16])[CH2:25][N:19]2[CH2:20][CH2:21][CH2:22][CH2:23]2)=[O:17])[c:7]2[c:12]1[CH2:11][CH2:10][CH2:9][CH2:8]2.